From a dataset of the Open Reaction Database (ORD), a public repository of structured organic reaction records. describe an organic reaction: reactants, conditions, products, and yield Starting materials: ClC1=CC=C(C=C1)C1=CC=CC=C1 (4-chlorobiphenyl), ClS(=O)(=O)O (chlorosulfonic acid). The solvent is C(Cl)(Cl)Cl (chloroform). Conditions: time 6 hour. Yields the product ClC1=CC=C(C=C1)C1=CC=C(C=C1)S(=O)(=O)O (4′-Chlorobiphenyl-4-sulfonic acid). Reaction SMILES: [Cl:1][C:2]1[CH:7]=[CH:6][C:5]([C:8]2[CH:13]=[CH:12][CH:11]=[CH:10][CH:9]=2)=[CH:4][CH:3]=1.Cl[S:15]([OH:18])(=[O:17])=[O:16]>C(Cl)(Cl)Cl>[Cl:1][C:2]1[CH:3]=[CH:4][C:5]([C:8]2[CH:13]=[CH:12][C:11]([S:15]([OH:18])(=[O:17])=[O:16])=[CH:10][CH:9]=2)=[CH:6][CH:7]=1. Reported procedure: To a solution of 4-chlorobiphenyl (15 g, 79.8 mmol) in chloroform (150 mL) is added dropwise chlorosulfonic acid (11.2 g, 96 mmol). A white solid precipitate forms during the addition. The reaction is stirred at room temperature for 6 hr, at which time the precipitate is collected by filtration and the precipitate is then washed with cold chloroform. The product is dried under vacuum to give a white solid product. The product is used without further purification.